Dataset: the Open Reaction Database (ORD), a public repository of structured organic reaction records. Task: describe an organic reaction: reactants, conditions, products, and yield The reactants are COc1ccc(C(=O)Cl)cc1, ClC(Cl)Cl, ClCCl, CC1(C)C(=O)Nc2cc([N+](=O)[O-])c(N)cc21, c1ccncc1. Product: COc1ccc(C(=O)Nc2cc3c(cc2[N+](=O)[O-])NC(=O)C3(C)C)cc1. RXN SMILES: [CH3:23][O:24][c:25]1[cH:26][cH:27][c:28]([C:29](=[O:30])[Cl:31])[cH:32][cH:33]1.[Cl:34][CH:35]([Cl:36])[Cl:37].[Cl:38][CH2:39][Cl:40].[NH2:1][c:2]1[cH:3][c:4]2[c:8]([cH:9][c:10]1[N+:11](=[O:12])[O-:13])[NH:7][C:6](=[O:14])[C:5]2([CH3:15])[CH3:16].[cH:17]1[cH:18][cH:19][n:20][cH:21][cH:22]1>>[NH:1]([c:2]1[cH:3][c:4]2[c:8]([cH:9][c:10]1[N+:11](=[O:12])[O-:13])[NH:7][C:6](=[O:14])[C:5]2([CH3:15])[CH3:16])[C:29]([c:28]1[cH:27][cH:26][c:25]([O:24][CH3:23])[cH:33][cH:32]1)=[O:30].